Dataset: the Open Reaction Database (ORD), a public repository of structured organic reaction records. Task: describe an organic reaction: reactants, conditions, products, and yield Reactants: CN(/C=C/C(=O)C1=NN(C=CC1=O)C1=CC=CC=C1)C (3-((E)-3-Dimethylamino-acryloyl)-1-phenyl-1H-pyridazin-4-one), ClC1=CC=C(C2=CC=CC=C12)NN ((4-chloro-naphthalen-1-yl)-hydrazine). Product: ClC1=CC=C(C2=CC=CC=C12)N1N=CC=C1C1=NN(C=CC1=O)C1=CC=CC=C1 (3-[2-(4-Chloro-naphthalen-1-yl)-2H-pyrazol-3-yl]-1-phenyl-1H-pyridazin-4-one). Reaction SMILES: C[N:2](C)/[CH:3]=[CH:4]/[C:5]([C:7]1[C:12](=[O:13])[CH:11]=[CH:10][N:9]([C:14]2[CH:19]=[CH:18][CH:17]=[CH:16][CH:15]=2)[N:8]=1)=O.[Cl:21][C:22]1[C:31]2[C:26](=[CH:27][CH:28]=[CH:29][CH:30]=2)[C:25]([NH:32]N)=[CH:24][CH:23]=1>>[Cl:21][C:22]1[C:31]2[C:26](=[CH:27][CH:28]=[CH:29][CH:30]=2)[C:25]([N:32]2[C:5]([C:7]3[C:12](=[O:13])[CH:11]=[CH:10][N:9]([C:14]4[CH:19]=[CH:18][CH:17]=[CH:16][CH:15]=4)[N:8]=3)=[CH:4][CH:3]=[N:2]2)=[CH:24][CH:23]=1. Procedure details: The product was obtained starting from 3-((E)-3-Dimethylamino-acryloyl)-1-phenyl-1H-pyridazin-4-one (A-1) and (4-chloro-naphthalen-1-yl)-hydrazine according to the method described for example 1. MS: M=399.1 (M+H)+